This data is from the Open Reaction Database (ORD), a public repository of structured organic reaction records. The task is: describe an organic reaction: reactants, conditions, products, and yield Reactants: OC1(c2cc(F)cc(F)c2)CCN(Cc2ccccc2)C1, CCN(CC)S(F)(F)F, ClCCl, [Na+], [Na+], O=C([O-])[O-]. As a reaction SMILES: [CH2:1]([c:2]1[cH:3][cH:4][cH:5][cH:6][cH:7]1)[N:8]1[CH2:9][C:10]([OH:13])([c:14]2[cH:15][c:16]([F:21])[cH:17][c:18]([F:20])[cH:19]2)[CH2:11][CH2:12]1.[CH2:22]([N:23]([S:24]([F:25])([F:26])[F:28])[CH2:27][CH3:29])[CH3:30].[Cl:37][CH2:38][Cl:39].[Na+:31].[Na+:32].[O-:33][C:34](=[O:35])[O-:36]>>[CH2:1]([c:2]1[cH:3][cH:4][cH:5][cH:6][cH:7]1)[N:8]1[CH2:9][C:10]([c:14]2[cH:15][c:16]([F:21])[cH:17][c:18]([F:20])[cH:19]2)([F:28])[CH2:11][CH2:12]1. The product is Fc1cc(F)cc(C2(F)CCN(Cc3ccccc3)C2)c1. Starting materials: O=C([O-])[O-], CCc1nc(C[P+](c2ccccc2)(c2ccccc2)c2ccccc2)cs1, COc1cc(COc2nn(-c3ccccc3)cc2C=O)ccc1OCc1nc(N2CCOCC2)sc1C, CN(C)C=O, [Cl-], [K+], [K+], O. Yields the product CCc1nc(C=Cc2cn(-c3ccccc3)nc2OCc2ccc(OCc3nc(N4CCOCC4)sc3C)c(OC)c2)cs1. Reaction SMILES: [C:66](=[O:67])([O-:68])[O-:69].[CH2:39]([CH3:40])[c:41]1[s:42][cH:43][c:44]([CH2:46][P+:47]([c:48]2[cH:49][cH:50][cH:51][cH:52][cH:53]2)([c:54]2[cH:55][cH:56][cH:57][cH:58][cH:59]2)[c:60]2[cH:61][cH:62][cH:63][cH:64][cH:65]2)[n:45]1.[CH3:1][O:2][c:3]1[cH:4][c:5]([CH2:6][O:7][c:8]2[n:9][n:10](-[c:15]3[cH:16][cH:17][cH:18][cH:19][cH:20]3)[cH:11][c:12]2[CH:13]=[O:14])[cH:21][cH:22][c:23]1[O:24][CH2:25][c:26]1[n:27][c:28]([N:32]2[CH2:33][CH2:34][O:35][CH2:36][CH2:37]2)[s:29][c:30]1[CH3:31].[CH3:72][N:73]([CH3:74])[CH:75]=[O:76].[Cl-:38].[K+:70].[K+:71].[OH2:77]>>[CH3:1][O:2][c:3]1[cH:4][c:5]([CH2:6][O:7][c:8]2[n:9][n:10](-[c:15]3[cH:16][cH:17][cH:18][cH:19][cH:20]3)[cH:11][c:12]2[CH:13]=[CH:46][c:44]2[cH:43][s:42][c:41]([CH2:39][CH3:40])[n:45]2)[cH:21][cH:22][c:23]1[O:24][CH2:25][c:26]1[n:27][c:28]([N:32]2[CH2:33][CH2:34][O:35][CH2:36][CH2:37]2)[s:29][c:30]1[CH3:31]. Starting materials: N#CC=P(c1ccccc1)(c1ccccc1)c1ccccc1, COc1cc2cc(C=O)sc2cc1OC, Cc1ccccc1. Product: COc1cc2cc(C=CC#N)sc2cc1OC. As a reaction SMILES: [C:16](#[N:17])[CH:18]=[P:19]([c:20]1[cH:21][cH:22][cH:23][cH:24][cH:25]1)([c:26]1[cH:27][cH:28][cH:29][cH:30][cH:31]1)[c:32]1[cH:33][cH:34][cH:35][cH:36][cH:37]1.[CH3:1][O:2][c:3]1[cH:4][c:5]2[c:6]([s:7][c:8]([CH:10]=[O:11])[cH:9]2)[cH:12][c:13]1[O:14][CH3:15].[CH3:38][c:39]1[cH:40][cH:41][cH:42][cH:43][cH:44]1>>[CH3:1][O:2][c:3]1[cH:4][c:5]2[c:6]([s:7][c:8]([CH:10]=[CH:18][C:16]#[N:17])[cH:9]2)[cH:12][c:13]1[O:14][CH3:15]. Starting materials: C(C)(=O)C1=NN(C2=CC=C(C=C12)OCC1=NC=CC=N1)CC(=O)OC (methyl 2-(3-acetyl-5-(pyrimidin-2-ylmethoxy)-1H-indazol-1-yl)acetate), O[Li].O (LiOH.H2O). The solvent is C1CCOC1 (THF), O (water). Conditions: time 1.5 hour. Yields the product C(C)(=O)C1=NN(C2=CC=C(C=C12)OCC1=NC=CC=N1)CC(=O)O (2-(3-Acetyl-5-(pyrimidin-2-ylmethoxy)-1H-indazol-1-yl)acetic acid). As a reaction SMILES: [C:1]([C:4]1[C:12]2[C:7](=[CH:8][CH:9]=[C:10]([O:13][CH2:14][C:15]3[N:20]=[CH:19][CH:18]=[CH:17][N:16]=3)[CH:11]=2)[N:6]([CH2:21][C:22]([O:24]C)=[O:23])[N:5]=1)(=[O:3])[CH3:2].O[Li].O>C1COCC1.O>[C:1]([C:4]1[C:12]2[C:7](=[CH:8][CH:9]=[C:10]([O:13][CH2:14][C:15]3[N:16]=[CH:17][CH:18]=[CH:19][N:20]=3)[CH:11]=2)[N:6]([CH2:21][C:22]([OH:24])=[O:23])[N:5]=1)(=[O:3])[CH3:2] |f:1.2|. Reported procedure: To methyl 2-(3-acetyl-5-(pyrimidin-2-ylmethoxy)-1H-indazol-1-yl)acetate (1.93 g, 5.67 mmol) in THF (15 mL) and water (15 mL) was added LiOH.H2O (0.25 g, 5.95 mmol). The reaction mixture was stirred at RT for 1.5 h. Volatiles were evaporated and the residue was freeze-dried overnight to give the title compound. MS (LC/MS): 327.0 [M+H]+, 325.1 [M+H]+; tR (HPLC conditions c): 3.24 min. Starting materials: CC1(NC(NC1)=S)C (4,4-dimethylimidazolidine-2-thione), CC1=C(C(=CC=C1)C)N=C=O (2,6-dimethylphenyl isocyanate). Solvent: CN(C=O)C (dimethylformamide). Conditions: time 24 hour. The product is CC1=C(C(=CC=C1)C)NC(=O)N1C(NC(C1)(C)C)=S (N-(2,6-dimethylphenyl)-4,4-dimethyl-2-thioxo-1-imidazolidinecarboxamide). The yield is 55.4%. RXN SMILES: [CH3:1][C:2]1([CH3:8])[CH2:6][NH:5][C:4](=[S:7])[NH:3]1.[CH3:9][C:10]1[CH:15]=[CH:14][CH:13]=[C:12]([CH3:16])[C:11]=1[N:17]=[C:18]=[O:19]>CN(C)C=O>[CH3:16][C:12]1[CH:13]=[CH:14][CH:15]=[C:10]([CH3:9])[C:11]=1[NH:17][C:18]([N:5]1[CH2:6][C:2]([CH3:8])([CH3:1])[NH:3][C:4]1=[S:7])=[O:19]. Procedure: A mixture of 39.0 g (0.3 M) 4,4-dimethylimidazolidine-2-thione, 44.2 g (0.3 M) 2,6-dimethylphenyl isocyanate and 100 ml dimethylformamide was refluxed with stirring for 24 hours. After cooling to room temperature, the solution was filtered from a small amount of insoluble solid and poured into 300 ml water with efficient stirring. The precipitated product was filtered, washed well with water, and dried in vacuo. Yield 62.6 g, mp 228°-231° C. Recrystallization from 600 ml of boiling methanol yiel...